The task is: describe an organic reaction: reactants, conditions, products, and yield. This data is from the Open Reaction Database (ORD), a public repository of structured organic reaction records. Yields the product C(C=1C(C(=O)O)=CC(C(=O)O)=C(C(=O)O)C1)(=O)O (pyromellitic acid), ClC1=C(C=C(C(C(=O)O)=C1)C(=O)O)C(=O)O (5-chlorotrimellitic acid). Procedure details: For example, when the photocarbonylation reaction is effected by dissolving 4-chlorophthalic acid in an aqueous solution of sodium hydroxide (4-6N) and blowing carbon monoxide into the solution at a temperature of 60°-80° C. under a pressure of 1-10 atm, the reaction product consists mainly of the desired trimellitic acid, and by-product is scarcely formed except a small amount of formic acid. The reaction for obtaining pyromellitic acid from 5-chlorotrimellitic acid proceeds similarly as above. Reaction SMILES: [Cl:1][C:2]1[CH:3]=[C:4]([C:11]([OH:13])=[O:12])[C:5](=[CH:9][CH:10]=1)[C:6]([OH:8])=[O:7].[C]=O.[C:16]([OH:30])(=[O:29])[C:17]1[C:18](=[CH:22][C:23](=[CH:27][CH:28]=1)[C:24]([OH:26])=[O:25])[C:19]([OH:21])=[O:20].[CH:31]([OH:33])=[O:32]>[OH-].[Na+]>[C:6]([OH:8])(=[O:7])[C:27]1[C:23](=[CH:22][C:18](=[C:17]([CH:28]=1)[C:16]([OH:30])=[O:29])[C:19]([OH:21])=[O:20])[C:24]([OH:26])=[O:25].[Cl:1][C:2]1[CH:3]=[C:4]([C:11]([OH:13])=[O:12])[C:5]([C:6]([OH:8])=[O:7])=[CH:9][C:10]=1[C:31]([OH:33])=[O:32] |f:4.5,^3:13|. The reactants are ClC=1C=C(C(C(=O)O)=CC1)C(=O)O (4-chlorophthalic acid), C(C=1C(C(=O)O)=CC(C(=O)O)=CC1)(=O)O (trimellitic acid), C(=O)O (formic acid), [C]=O (carbon monoxide). Solvent: [OH-].[Na+] (sodium hydroxide). Reactants: Br, COC(=O)N1CCC(c2cc(=O)[nH]o2)CC1c1ccc(F)cc1F. Yields the product O=c1cc(C2CCNC(c3ccc(F)cc3F)C2)o[nH]1. Reaction SMILES: [BrH:25].[F:1][c:2]1[c:3]([CH:9]2[N:10]([C:21]([O:22][CH3:23])=[O:24])[CH2:11][CH2:12][CH:13]([c:15]3[cH:16][c:17](=[O:20])[nH:18][o:19]3)[CH2:14]2)[cH:4][cH:5][c:6]([F:8])[cH:7]1>>[F:1][c:2]1[c:3]([CH:9]2[NH:10][CH2:11][CH2:12][CH:13]([c:15]3[cH:16][c:17](=[O:20])[nH:18][o:19]3)[CH2:14]2)[cH:4][cH:5][c:6]([F:8])[cH:7]1. Starting materials: [Cl-].[Al+3].[Cl-].[Cl-] (aluminum chloride), NC1=C(C(=NN1C)C)C1=CC=C(C=C1)F (5-amino-4-(4-fluorophenyl)-1,3-dimethylpyrazole), N1=CC=CC=C1 (pyridine), ClC(Cl)(OC(OC(Cl)(Cl)Cl)=O)Cl (triphosgene), ice water. Run in ClCCl (dichloromethane), ClCCl (dichloromethane), ClCCl (dichloromethane). Run at time 2 hour. Product: FC=1C=CC=2C3=C(NC(C2C1)=O)N(N=C3C)C (7-fluoro-1,3-dimethyl-3H-pyrazolo[3,4-c]isoquinolin-5(4H)-one). Isolated yield 146.0%. Reaction SMILES: [NH2:1][C:2]1[N:6]([CH3:7])[N:5]=[C:4]([CH3:8])[C:3]=1[C:9]1[CH:14]=[CH:13][C:12]([F:15])=[CH:11][CH:10]=1.N1C=CC=CC=1.Cl[C:23](Cl)([O:25]C(=O)OC(Cl)(Cl)Cl)Cl.[Cl-].[Al+3].[Cl-].[Cl-]>ClCCl>[F:15][C:12]1[CH:11]=[CH:10][C:9]2[C:3]3[C:4]([CH3:8])=[N:5][N:6]([CH3:7])[C:2]=3[NH:1][C:23](=[O:25])[C:14]=2[CH:13]=1 |f:3.4.5.6|. Reported procedure: A solution of 5-amino-4-(4-fluorophenyl)-1,3-dimethylpyrazole (20.0 g) and pyridine (23.6 mL) in dichloromethane (150 mL) was added dropwise over 30 min to a solution of triphosgene (11.6 g) in dichloromethane (100 mL) under ice-cooling, and the mixture was stirred at room temperature for 2 hrs. The reaction solution was added dropwise to a solution of aluminum chloride (97.5 g) in dichloromethane under ice-cooling, and the mixture was stirred at room temperature for 2 days. After the completion... Starting materials: CC(C)(C)OC(=O)N1CCNCC1, CC(C)=O, Clc1nc(Cl)nc(Cl)n1, [Na+], O=C([O-])O, O. The product is CC(C)(C)OC(=O)N1CCN(c2nc(Cl)nc(Cl)n2)CC1. As a reaction SMILES: [C:10](=[O:11])([O:12][C:13]([CH3:14])([CH3:15])[CH3:16])[N:17]1[CH2:18][CH2:19][NH:20][CH2:21][CH2:22]1.[CH3:28][C:29](=[O:30])[CH3:31].[Cl:1][c:2]1[n:3][c:4]([Cl:5])[n:6][c:7]([Cl:8])[n:9]1.[Na+:27].[O-:23][C:24]([OH:25])=[O:26].[OH2:32]>>[c:2]1([N:20]2[CH2:19][CH2:18][N:17]([C:10](=[O:11])[O:12][C:13]([CH3:14])([CH3:15])[CH3:16])[CH2:22][CH2:21]2)[n:3][c:4]([Cl:5])[n:6][c:7]([Cl:8])[n:9]1. Reactants: 6.844, CC=1N=C2N(C3=C(C(=NC2)C2=C(C=CC=C2)Cl)C=C(C=C3)Cl)C1 (2-methyl-8-chloro-6-(o-chlorophenyl)-4H-imidazo[1,2-a]-[1,4]benzodiazepine), [Cl-].CC(C)=[NH2+] (dimethylmethylene ammonium chloride), CN(C=O)C (dimethylformamide). The product is CN(C)CC1=C(N=C2N1C1=C(C(=NC2)C2=C(C=CC=C2)Cl)C=C(C=C1)Cl)C (1-(dimethylamino)methyl-2-methyl-8-chloro-6-(o-chlorophenyl)-4H-imidazo[1,2-a][1,4]benzodiazepine). RXN SMILES: [CH3:1][C:2]1[N:3]=[C:4]2[CH2:10][N:9]=[C:8]([C:11]3[CH:16]=[CH:15][CH:14]=[CH:13][C:12]=3[Cl:17])[C:7]3[CH:18]=[C:19]([Cl:22])[CH:20]=[CH:21][C:6]=3[N:5]2[CH:23]=1.[Cl-].CC(=[NH2+])C.[CH3:29][N:30]([CH3:33])[CH:31]=O>>[CH3:29][N:30]([CH2:33][C:23]1[N:5]2[C:6]3[CH:21]=[CH:20][C:19]([Cl:22])=[CH:18][C:7]=3[C:8]([C:11]3[CH:16]=[CH:15][CH:14]=[CH:13][C:12]=3[Cl:17])=[N:9][CH2:10][C:4]2=[N:3][C:2]=1[CH3:1])[CH3:31] |f:1.2|. Procedure details: In the manner given in Example 1, 6.844 (20 mmol) of 2-methyl-8-chloro-6-(o-chlorophenyl)-4H-imidazo[1,2-a]-[1,4]benzodiazepine is treated with 40.0 mmol of dimethylmethylene ammonium chloride in dimethylformamide during 2 hours at 100° C. The reaction mixture is quenched on ice, neutralized with 10% aqueous sodium hydroxide and chromatographed over silica gel with 1 l. fractions of 3% methanol/97% chloroform solutions to give 1-(dimethylamino)methyl-2-methyl-8-chloro-6-(o-chlorophenyl)-4H-imida...